Task: describe an organic reaction: reactants, conditions, products, and yield. Dataset: the Open Reaction Database (ORD), a public repository of structured organic reaction records As a reaction SMILES: C1(NC2CCCCC2)CCCCC1.[C:14]([S:22][CH2:23][CH2:24][C:25]([N:27]1[C:36]2[C:31](=[CH:32][CH:33]=[CH:34][CH:35]=2)[CH2:30][CH2:29][C@@H:28]1[C:37]([OH:39])=[O:38])=[O:26])(=[O:21])[C:15]1[CH:20]=[CH:19][CH:18]=[CH:17][CH:16]=1.Cl.C(O)CC>CC(O)C>[C:14]([S:22][CH2:23][CH2:24][C:25]([N:27]1[C:36]2[C:31](=[CH:32][CH:33]=[CH:34][CH:35]=2)[CH2:30][CH2:29][C@@H:28]1[C:37]([OH:39])=[O:38])=[O:26])(=[O:21])[C:15]1[CH:20]=[CH:19][CH:18]=[CH:17][CH:16]=1 |f:0.1|. The solvent is CC(C)O (2-propanol). Starting materials: C1(CCCCC1)NC1CCCCC1.C(C1=CC=CC=C1)(=O)SCCC(=O)N1[C@H](CCC2=CC=CC=C12)C(=O)O ((R)(+)-1-(3-benzoylthio-1-oxopropyl)-1,2,3,4-tetrahydro-2-quinolinecarboxylic acid dicyclohexylamine salt), Cl (hydrogen chloride), C(CC)O (propanol). Yields the product C(C1=CC=CC=C1)(=O)SCCC(=O)N1[C@H](CCC2=CC=CC=C12)C(=O)O ((R)(+)-1-(3-Benzoylthio-1-oxopropyl)-1,2,3,4-tetrahydro-2-quinolinecarboxylic Acid). Procedure: The (R)(+)-1-(3-benzoylthio-1-oxopropyl)-1,2,3,4-tetrahydro-2-quinolinecarboxylic acid dicyclohexylamine salt thus obtained (4.1 g) was suspended in 2-propanol (25 ml) and this mixture was cooled to 5° and treated with a solution of dry hydrogen chloride in 2 propanol unit pH 2. The resulting dicyclohexylamine hydrochloride was filtered and washed twice with 2-propanol. The combined filtrate and washings were concentrated under reduced pressure. The residue was dissolved in ether (30 ml) and fil... Yields the product CC(CN1C(=O)c2ccccc2C1=O)C(O)c1cccc(OCC2CCCC2)c1. Reaction SMILES: [CH3:24][S:25]([O:26][CH2:29][CH:30]1[CH2:31][CH2:32][CH2:33][CH2:34]1)(=[O:27])=[O:28].[OH:1][CH:2]([CH:3]([CH2:4][N:5]1[C:6](=[O:15])[c:7]2[cH:8][cH:9][cH:10][cH:11][c:12]2[C:13]1=[O:14])[CH3:16])[c:17]1[cH:18][c:19]([OH:23])[cH:20][cH:21][cH:22]1>>[OH:1][CH:2]([CH:3]([CH2:4][N:5]1[C:6](=[O:15])[c:7]2[cH:8][cH:9][cH:10][cH:11][c:12]2[C:13]1=[O:14])[CH3:16])[c:17]1[cH:18][c:19]([O:23][CH2:29][CH:30]2[CH2:31][CH2:32][CH2:33][CH2:34]2)[cH:20][cH:21][cH:22]1. The reactants are CS(=O)(=O)OCC1CCCC1, CC(CN1C(=O)c2ccccc2C1=O)C(O)c1cccc(O)c1.